Dataset: the Open Reaction Database (ORD), a public repository of structured organic reaction records. Task: describe an organic reaction: reactants, conditions, products, and yield Starting materials: CC1=C(C=C(C(=C1)[N+](=O)[O-])OC(C)C)B1OC(C)(C)C(C)(C)O1 (2-methyl-4-nitro-5-isopropoxy-phenylboronic acid pinacol ester), C(C)(C)(C)OC(=O)N1CCC(=CC1)OS(=O)(=O)C(F)(F)F (4-Trifluoromethanesulfonyloxy-3,6-dihydro-2H-pyridine-1-carboxylic acid tert-butyl ester), C(=O)([O-])[O-].[Cs+].[Cs+] (Cs2CO3). The reagents and catalysts are C=1C=CC(=CC1)[P](C=2C=CC=CC2)(C=3C=CC=CC3)[Pd]([P](C=4C=CC=CC4)(C=5C=CC=CC5)C=6C=CC=CC6)([P](C=7C=CC=CC7)(C=8C=CC=CC8)C=9C=CC=CC9)[P](C=1C=CC=CC1)(C=1C=CC=CC1)C=1C=CC=CC1 (Pd(PPh3)4). Run in COCCOC.O (DME H2O). Conditions: temperature 80 celsius. Yields the product C(C)(C)(C)OC(=O)N1CCC(=CC1)C1=C(C=C(C(=C1)OC(C)C)[N+](=O)[O-])C (4-(5-Isopropoxy-2-methyl-4-nitro-phenyl)-3,6-dihydro-2H-pyridine-1-carboxylic acid tert-butyl ester). Reaction SMILES: [CH3:1][C:2]1[CH:7]=[C:6]([N+:8]([O-:10])=[O:9])[C:5]([O:11][CH:12]([CH3:14])[CH3:13])=[CH:4][C:3]=1B1OC(C)(C)C(C)(C)O1.[C:24]([O:28][C:29]([N:31]1[CH2:36][CH:35]=[C:34](OS(C(F)(F)F)(=O)=O)[CH2:33][CH2:32]1)=[O:30])([CH3:27])([CH3:26])[CH3:25].C([O-])([O-])=O.[Cs+].[Cs+]>COCCOC.O.C1C=CC([P]([Pd]([P](C2C=CC=CC=2)(C2C=CC=CC=2)C2C=CC=CC=2)([P](C2C=CC=CC=2)(C2C=CC=CC=2)C2C=CC=CC=2)[P](C2C=CC=CC=2)(C2C=CC=CC=2)C2C=CC=CC=2)(C2C=CC=CC=2)C2C=CC=CC=2)=CC=1>[C:24]([O:28][C:29]([N:31]1[CH2:32][CH:33]=[C:34]([C:3]2[CH:4]=[C:5]([O:11][CH:12]([CH3:13])[CH3:14])[C:6]([N+:8]([O-:10])=[O:9])=[CH:7][C:2]=2[CH3:1])[CH2:35][CH2:36]1)=[O:30])([CH3:27])([CH3:25])[CH3:26] |f:2.3.4,5.6,^1:61,63,82,101|. Procedure details: To a solution of 2-methyl-4-nitro-5-isopropoxy-phenylboronic acid pinacol ester (2.04 g, 6.4 mmol) and 4-Trifluoromethanesulfonyloxy-3,6-dihydro-2H-pyridine-1-carboxylic acid tert-butyl ester (3.2 g, 9.6 mmol) in 110 mL of DME/H2O (10:1 V/V) is added Pd(PPh3)4 (365 mg, 0.32 mmol) and Cs2CO3 (4.2 g, 12.8 mmol). The reaction mixture is heated under N2 at 80° C. overnight. After cooling to room temperature, the reaction is filtered through Celite and the filtrate is diluted with 100 mL of EtOAc, se... Starting materials: CCOC(=O)C=P(c1ccccc1)(c1ccccc1)c1ccccc1, Nc1nc(Nc2ccccc2)ncc1C=O, C1CCOC1. Yields the product CCOC(=O)C=Cc1cnc(Nc2ccccc2)nc1N. As a reaction SMILES: [C:17](=[O:18])([O:19][CH2:20][CH3:21])[CH:22]=[P:23]([c:24]1[cH:25][cH:26][cH:27][cH:28][cH:29]1)([c:30]1[cH:31][cH:32][cH:33][cH:34][cH:35]1)[c:36]1[cH:37][cH:38][cH:39][cH:40][cH:41]1.[NH2:1][c:2]1[n:3][c:4]([NH:10][c:11]2[cH:12][cH:13][cH:14][cH:15][cH:16]2)[n:5][cH:6][c:7]1[CH:8]=[O:9].[O:42]1[CH2:43][CH2:44][CH2:45][CH2:46]1>>[NH2:1][c:2]1[n:3][c:4]([NH:10][c:11]2[cH:12][cH:13][cH:14][cH:15][cH:16]2)[n:5][cH:6][c:7]1[CH:8]=[CH:22][C:17](=[O:18])[O:19][CH2:20][CH3:21]. The reactants are ClCCCl, Cl, CN(C)C=O, O, O, O=C(O)c1ccncc1, On1nnc2ccccc21, Nc1nc(-c2ccco2)c(C(=O)C2CCSCC2)s1. Product: O=C(Nc1nc(-c2ccco2)c(C(=O)C2CCSCC2)s1)c1ccncc1. As a reaction SMILES: [CH2:29]([Cl:30])[CH2:31][Cl:32].[ClH:33].[O:45]=[CH:46][N:47]([CH3:48])[CH3:49].[OH2:34].[OH2:50].[OH:20][C:21](=[O:22])[c:23]1[cH:24][cH:25][n:26][cH:27][cH:28]1.[OH:35][n:36]1[c:37]2[cH:38][cH:39][cH:40][cH:41][c:42]2[n:43][n:44]1.[S:1]1[CH2:2][CH2:3][CH:4]([C:7](=[O:8])[c:9]2[c:10](-[c:15]3[o:16][cH:17][cH:18][cH:19]3)[n:11][c:12]([NH2:14])[s:13]2)[CH2:5][CH2:6]1>>[S:1]1[CH2:2][CH2:3][CH:4]([C:7](=[O:8])[c:9]2[c:10](-[c:15]3[o:16][cH:17][cH:18][cH:19]3)[n:11][c:12]([NH:14][C:21](=[O:20])[c:23]3[cH:24][cH:25][n:26][cH:27][cH:28]3)[s:13]2)[CH2:5][CH2:6]1. Run at temperature 80 celsius, time 19 hour. Reaction SMILES: C1(OC)C=CC=CC=1.[C:9]([C:13]1[CH:18]=[CH:17][C:16](/[C:19](/[C:38]2[NH:43][C:42](=[O:44])[C:41]([CH2:45][CH2:46][C:47]([NH2:49])=[O:48])=[CH:40][CH:39]=2)=[CH:20]\[C@H:21]2[CH2:25][CH2:24][C:23](=[O:26])[N:22]2CC2C=CC(OC)=CC=2OC)=[CH:15][CH:14]=1)([CH3:12])([CH3:11])[CH3:10]>FC(F)(F)C(O)=O>[C:9]([C:13]1[CH:18]=[CH:17][C:16](/[C:19](/[C:38]2[NH:43][C:42](=[O:44])[C:41]([CH2:45][CH2:46][C:47]([NH2:49])=[O:48])=[CH:40][CH:39]=2)=[CH:20]\[C@H:21]2[CH2:25][CH2:24][C:23](=[O:26])[NH:22]2)=[CH:15][CH:14]=1)([CH3:12])([CH3:10])[CH3:11]. Isolated yield 23.2%. The reactants are C1(=CC=CC=C1)OC (Anisole), C(C)(C)(C)C1=CC=C(C=C1)/C(=C\[C@@H]1N(C(CC1)=O)CC1=C(C=C(C=C1)OC)OC)/C1=CC=C(C(N1)=O)CCC(=O)N (3-(6-{(E)-1-(4-tert-butylphenyl)-2-[(2R)-1-(2,4-dimethoxybenzyl)-5-oxopyrrolidin-2-yl]ethenyl}-2-oxo-1,2-dihydropyridin-3-yl)propanamide). Procedure details: Anisole (0.3 mL) was added to a solution of 3-(6-{(E)-1-(4-tert-butylphenyl)-2-[(2R)-1-(2,4-dimethoxybenzyl)-5-oxopyrrolidin-2-yl]ethenyl}-2-oxo-1,2-dihydropyridin-3-yl)propanamide (82.6 mg) in trifluoroacetic acid (0.6 mL), and the mixture was stirred at 80° C. for 19 hours. The solvent was evaporated under reduced pressure. The residue was purified by silica gel column chromatography (chloroform:methanol=1:0→9:1) to give the title compound as a colorless oil (14 mg). Solvent: FC(C(=O)O)(F)F (trifluoroacetic acid). The product is C(C)(C)(C)C1=CC=C(C=C1)/C(=C\[C@@H]1NC(CC1)=O)/C1=CC=C(C(N1)=O)CCC(=O)N (3-(6-{(E)-1-(4-tert-Butylphenyl)-2-[(2R)-5-oxopyrrolidin-2-yl]ethenyl}-2-oxo-1,2-dihydropyridin-3-yl)propanamide). Reactants: C(#N)C=1C=C(C=CC1)O (3-cyanophenol), C([O-])([O-])=O.[K+].[K+] (potassium carbonate), ClC[C@@H](CC1=CC=C(C=C1)I)NC(OC(C)(C)C)=O (t-butyl [(1R)-2-chloro-1-(4-iodobenzyl)ethyl]carbamate), CN(C=O)C (dimethylformamide). The solvent is O (water). Conditions: temperature 70 celsius, time 55 hour. The product is C(#N)C=1C=C(OC[C@@H](CC2=CC=C(C=C2)I)NC(OC(C)(C)C)=O)C=CC1 (t-butyl [(1R)-2-(3-cyanophenoxy)-1-(4-iodobenzyl)ethyl]carbamate). As a reaction SMILES: [C:1]([C:3]1[CH:4]=[C:5]([OH:9])[CH:6]=[CH:7][CH:8]=1)#[N:2].C(=O)([O-])[O-].[K+].[K+].Cl[CH2:17][C@H:18]([NH:27][C:28](=[O:34])[O:29][C:30]([CH3:33])([CH3:32])[CH3:31])[CH2:19][C:20]1[CH:25]=[CH:24][C:23]([I:26])=[CH:22][CH:21]=1.CN(C)C=O>O>[C:1]([C:3]1[CH:4]=[C:5]([CH:6]=[CH:7][CH:8]=1)[O:9][CH2:17][C@H:18]([NH:27][C:28](=[O:34])[O:29][C:30]([CH3:33])([CH3:32])[CH3:31])[CH2:19][C:20]1[CH:21]=[CH:22][C:23]([I:26])=[CH:24][CH:25]=1)#[N:2] |f:1.2.3|. Procedure: 724 mg (6.08 mmol) of 3-cyanophenol and 1.12 g (8.1 mmol) of potassium carbonate were added to 1.6 g (0.60 mmol) of t-butyl [(1R)-2-chloro-1-(4-iodobenzyl)ethyl]carbamate and 25 ml of dimethylformamide, and they were stirred at 70° C. for 55 hours. The reaction liquid was diluted with water. After extraction with ethyl acetate, the organic layer was successively washed with water and saturated aqueous NaCl solution. The solvent was evaporated, and the residue was purified by the silica gel colum... Reactants: C(\C=C\C(=O)O)(=O)O (fumaric acid), Example 1 ( iii ), C(C1=CC=CC=C1)NCCC(=O)NC1=CC=C(C=C1)C=1C(CC(NN1)=O)C (6-[4-(3-benzylaminopropionamido)phenyl]-5-methyl-4,5-dihydro-3(2H)-pyridazinone), C1(CC1)COCCC1=CC=C(OCC2CO2)C=C1 (1-[4-(2-cyclopropylmethoxyethyl)phenoxy]-2,3-epoxypropane). Solvent: C(CC)O (n-propanol), C(CC)O (n-propanol). The product is C(\C=C\C(=O)O)(=O)O.OC(CNCCC(=O)NC1=CC=C(C=C1)C=1C(CC(NN1)=O)C)C(OC1=CC=C(C=C1)CCOCC1CC1)CC1=CC=CC=C1.OC(CNCCC(=O)NC1=CC=C(C=C1)C=1C(CC(NN1)=O)C)C(OC1=CC=C(C=C1)CCOCC1CC1)CC1=CC=CC=C1 (6-[4-[3-[2-hydroxy-3-[4-(2-(cyclopropylmethoxy)ethyl)phenoxy]-N-benzylpropylamino]propionamido]phenyl]-5-methyl-4,5-dihydro-3(2H)-pyridazinone hemifumarate). Yield: 116.1%. As a reaction SMILES: [CH2:1]([NH:8][CH2:9][CH2:10][C:11]([NH:13][C:14]1[CH:19]=[CH:18][C:17]([C:20]2[CH:21]([CH3:27])[CH2:22][C:23](=[O:26])[NH:24][N:25]=2)=[CH:16][CH:15]=1)=[O:12])C1C=CC=CC=1.[CH:28]1([CH2:31][O:32][CH2:33][CH2:34][C:35]2[CH:45]=[CH:44][C:38]([O:39][CH2:40][CH:41]3[O:43][CH2:42]3)=[CH:37][CH:36]=2)[CH2:30][CH2:29]1.[C:46]([OH:53])(=[O:52])/[CH:47]=[CH:48]/[C:49]([OH:51])=[O:50]>C(O)CC>[C:46]([OH:53])(=[O:52])/[CH:47]=[CH:48]/[C:49]([OH:51])=[O:50].[OH:43][CH:41]([CH:40]([CH2:46][C:47]1[CH:11]=[CH:10][CH:9]=[CH:49][CH:48]=1)[O:39][C:38]1[CH:37]=[CH:36][C:35]([CH2:34][CH2:33][O:32][CH2:31][CH:28]2[CH2:29][CH2:30]2)=[CH:45][CH:44]=1)[CH2:1][NH:8][CH2:9][CH2:10][C:11]([NH:13][C:14]1[CH:15]=[CH:16][C:17]([C:20]2[CH:21]([CH3:27])[CH2:22][C:23](=[O:26])[NH:24][N:25]=2)=[CH:18][CH:19]=1)=[O:12].[OH:43][CH:41]([CH:40]([CH2:46][C:47]1[CH:19]=[CH:14][CH:15]=[CH:49][CH:48]=1)[O:39][C:38]1[CH:44]=[CH:45][C:35]([CH2:34][CH2:33][O:32][CH2:31][CH:28]2[CH2:30][CH2:29]2)=[CH:36][CH:37]=1)[CH2:42][NH:8][CH2:9][CH2:10][C:11]([NH:13][C:14]1[CH:15]=[CH:16][C:17]([C:20]2[CH:21]([CH3:27])[CH2:22][C:23](=[O:26])[NH:24][N:25]=2)=[CH:18][CH:19]=1)=[O:12] |f:4.5.6|. Reported procedure: In a manner similar to that of Example 1 (iii), 6-[4-(3-benzylaminopropionamido)phenyl]-5-methyl-4,5-dihydro-3(2H)-pyridazinone (21.8 g) and 1-[4-(2-cyclopropylmethoxyethyl)phenoxy]-2,3-epoxypropane (19.4 g) in n-propanol (200 ml) were stirred under reflux for 41/2 hours. The mixture was cooled and a solution of fumaric acid (6.96 g) in hot n-propanol (150 ml) added with stirring. Cooling (and seeding) and stirring overnight afforded 6-[4-[3-[2-hydroxy-3-[4-(2-(cyclopropylmethoxy)ethyl)phenoxy]-... The reactants are OC=1C=C(C=C(C1O)[N+](=O)[O-])C=CC(=O)C1=CC=CC=C1 (3-(3,4-Dihydroxy-5-nitrophenyl)-1-phenylprop-2-en-1-one), C(C(C)(C)C)(=O)Cl (pivaloyl chloride). Run in O1CCCC1 (tetrahydrofuran). The product is C(C(C)(C)C)(=O)OC=1C=C(C=C(C1O)[N+](=O)[O-])C=CC(=O)C1=CC=CC=C1 (3-(3-Pivaloyloxy-4-hydroxy-5-nitrophenyl)-1-phenyl-prop-2-en-1-one). Reaction SMILES: [OH:1][C:2]1[CH:3]=[C:4]([CH:12]=[CH:13][C:14]([C:16]2[CH:21]=[CH:20][CH:19]=[CH:18][CH:17]=2)=[O:15])[CH:5]=[C:6]([N+:9]([O-:11])=[O:10])[C:7]=1[OH:8].[C:22](Cl)(=[O:27])[C:23]([CH3:26])([CH3:25])[CH3:24]>O1CCCC1>[C:22]([O:1][C:2]1[CH:3]=[C:4]([CH:12]=[CH:13][C:14]([C:16]2[CH:21]=[CH:20][CH:19]=[CH:18][CH:17]=2)=[O:15])[CH:5]=[C:6]([N+:9]([O-:11])=[O:10])[C:7]=1[OH:8])(=[O:27])[C:23]([CH3:26])([CH3:25])[CH3:24]. Reported procedure: 1.0 g of the product obtained in Example 8 was dissolved in 5 ml of tetrahydrofuran, 4.7 ml of pivaloyl chloride was added and the mixture was refluxed for 16 h. The solvent was evaporated in vacuo and the residue was purified in a silicagel column by using toluene-acetic acid-dioxane (18:1:1) mixture as an eluent. The product was crystallized from ether, m.p. 148°-150° C.